This data is from the Open Reaction Database (ORD), a public repository of structured organic reaction records. The task is: describe an organic reaction: reactants, conditions, products, and yield The reactants are COCC(=O)Nc1cc(Oc2ccc([N+](=O)[O-])c3ccccc23)ccn1, CN(C)C=O, O. Product: COCC(=O)Nc1cc(Oc2ccc(N)c3ccccc23)ccn1. Reaction SMILES: [CH3:1][O:2][CH2:3][C:4](=[O:5])[NH:6][c:7]1[n:8][cH:9][cH:10][c:11]([O:13][c:14]2[cH:15][cH:16][c:17]([N+:24]([O-:25])=[O:26])[c:18]3[cH:19][cH:20][cH:21][cH:22][c:23]23)[cH:12]1.[O:28]=[CH:29][N:30]([CH3:31])[CH3:32].[OH2:27]>>[CH3:1][O:2][CH2:3][C:4](=[O:5])[NH:6][c:7]1[n:8][cH:9][cH:10][c:11]([O:13][c:14]2[cH:15][cH:16][c:17]([NH2:24])[c:18]3[cH:19][cH:20][cH:21][cH:22][c:23]23)[cH:12]1. Reactants: O1[C@H](C1)CN1C(C2=CC=CC=C2C1=O)=O ((S)-2-(oxiran-2-ylmethy)isoindoline-1,3-dione), N(=C=O)C1=CC=C(C=C1)N1C(COCC1)=O (4-(4-isocyanatophenyl)morpholin-3-one). Reagents/catalysts: [Br-].C(CCC)[N+](CCCC)(CCCC)CCCC (Tetra-n-butylammonium bromide). Solvent: C(C)#N (acetonitrile). The product is O=C1O[C@H](CN1C1=CC=C(C=C1)N1C(COCC1)=O)CN1C(C2=CC=CC=C2C1=O)=O ((S)-2-((2-oxo-3-(4-(3-oxomorpholino)phenyl)oxazolidin-5-yl)methyl)isoindoline-1,3-dione). Yield: 90.0%. RXN SMILES: [O:1]1[CH2:3][C@@H:2]1[CH2:4][N:5]1[C:13](=[O:14])[C:12]2[C:7](=[CH:8][CH:9]=[CH:10][CH:11]=2)[C:6]1=[O:15].[N:16]([C:19]1[CH:24]=[CH:23][C:22]([N:25]2[CH2:30][CH2:29][O:28][CH2:27][C:26]2=[O:31])=[CH:21][CH:20]=1)=[C:17]=[O:18]>C(#N)C.[Br-].C([N+](CCCC)(CCCC)CCCC)CCC>[O:18]=[C:17]1[N:16]([C:19]2[CH:24]=[CH:23][C:22]([N:25]3[CH2:30][CH2:29][O:28][CH2:27][C:26]3=[O:31])=[CH:21][CH:20]=2)[CH2:3][C@H:2]([CH2:4][N:5]2[C:13](=[O:14])[C:12]3[C:7](=[CH:8][CH:9]=[CH:10][CH:11]=3)[C:6]2=[O:15])[O:1]1 |f:3.4|. Procedure: (S)-2-(oxiran-2-ylmethy)isoindoline-1,3-dione (3.87 g, 19.06 mmol, 1.1 eq.) and 4-(4-isocyanatophenyl)morpholin-3-one (3.77 g, 17.29 mmol) were dissolved in acetonitrile (70 mL) respectively, then heated to reflux. Tetra-n-butylammonium bromide (0.55 g, 1.71 mmol) was added, the mixture was reacted for 4 h, white solid was obtained by filtration (6.57 g, yield: 90.0%). Starting materials: FC1=CC=C(C=C1)CC1=CN=C2C(=C(C(NC2=C1)=O)C(=O)OCC)O (ethyl 7-[(4-fluorophenyl)methyl]-4-hydroxy-2-oxo-1,2-dihydro-1,5-naphthyridine-3-carboxylate), C[Si](C)(C)[N-][Si](C)(C)C.[Li+] (lithium bis(trimethylsilyl)amide), Cl (hydrochloric acid), ClCCCI (1-Chloro-3-iodopropane). The solvent is CN(C=O)C (N,N-dimethylformamide). Conditions: time 4 hour. Yields the product ClCCCN1C(C(=C(C2=NC=C(C=C12)CC1=CC=C(C=C1)F)O)C(=O)OCC)=O (ethyl 1-(3-chloropropyl)-7-[(4-fluorophenyl)methyl]-4-hydroxy-2-oxo-1,2-dihydro-1,5-naphthyridine-3-carboxylate). Reaction SMILES: [F:1][C:2]1[CH:7]=[CH:6][C:5]([CH2:8][C:9]2[CH:18]=[C:17]3[C:12]([C:13]([OH:25])=[C:14]([C:20]([O:22][CH2:23][CH3:24])=[O:21])[C:15](=[O:19])[NH:16]3)=[N:11][CH:10]=2)=[CH:4][CH:3]=1.C[Si]([N-][Si](C)(C)C)(C)C.[Li+].[Cl:36][CH2:37][CH2:38][CH2:39]I.Cl>CN(C)C=O>[Cl:36][CH2:37][CH2:38][CH2:39][N:16]1[C:17]2[C:12](=[N:11][CH:10]=[C:9]([CH2:8][C:5]3[CH:6]=[CH:7][C:2]([F:1])=[CH:3][CH:4]=3)[CH:18]=2)[C:13]([OH:25])=[C:14]([C:20]([O:22][CH2:23][CH3:24])=[O:21])[C:15]1=[O:19] |f:1.2|. Reported procedure: To a solution of ethyl 7-[(4-fluorophenyl)methyl]-4-hydroxy-2-oxo-1,2-dihydro-1,5-naphthyridine-3-carboxylate (40 mg, 0.117 mmol) in N,N-dimethylformamide was added lithium bis(trimethylsilyl)amide (234 μL, 1.0 M in tetrahydrofuran, 0.234 mmol) dropwise. 1-Chloro-3-iodopropane (50 μL, 0.468 mmol) was added dropwise and stirred 4 hours at room temperature. The reaction mixture was acidified with cold 1 N aqueous hydrochloric acid and extracted with toluene. The organic layer was washed with water... Starting materials: O=C(Cl)c1c(Cl)cccc1Cl, Nc1cc(Cl)ncn1, [H-], [Na+], CN(C)C=O. The product is O=C(Nc1cc(Cl)ncn1)c1c(Cl)cccc1Cl. As a reaction SMILES: [Cl:11][c:12]1[c:13]([C:14](=[O:15])[Cl:16])[c:17]([Cl:21])[cH:18][cH:19][cH:20]1.[Cl:1][c:2]1[cH:3][c:4]([NH2:8])[n:5][cH:6][n:7]1.[H-:9].[Na+:10].[O:22]=[CH:23][N:24]([CH3:25])[CH3:26]>>[Cl:1][c:2]1[cH:3][c:4]([NH:8][C:14]([c:13]2[c:12]([Cl:11])[cH:20][cH:19][cH:18][c:17]2[Cl:21])=[O:15])[n:5][cH:6][n:7]1. The reactants are OC1C(CC2=CC=CC=C2C1)N1CCC(CC1)C(=O)N(C)OC (1-(3-Hydroxy-1,2,3,4-tetrahydronaphthalen-2-yl)-N-methoxy-N-methylpiperidine-4-carboxamide), N1C=NC=C1 (imidazole), CC(C)(C)[Si](C)(C)Cl (TBDMSCl). The solvent is C(Cl)Cl (CH2Cl2). Reaction conditions: time 8 hour. The product is [Si](C)(C)(C(C)(C)C)OC1C(CC2=CC=CC=C2C1)N1CCC(CC1)C(=O)N(C)OC (1-(3-((tert-Butyldimethylsilyl)oxy)-1,2,3,4-tetrahydronaphthalen-2-yl)-N-methoxy-N-methylpiperidine-4-carboxamide). Isolated yield 74.0%. Reaction SMILES: [OH:1][CH:2]1[CH2:11][C:10]2[C:5](=[CH:6][CH:7]=[CH:8][CH:9]=2)[CH2:4][CH:3]1[N:12]1[CH2:17][CH2:16][CH:15]([C:18]([N:20]([O:22][CH3:23])[CH3:21])=[O:19])[CH2:14][CH2:13]1.N1C=CN=C1.[CH3:29][C:30]([Si:33](Cl)([CH3:35])[CH3:34])([CH3:32])[CH3:31]>C(Cl)Cl>[Si:33]([O:1][CH:2]1[CH2:11][C:10]2[C:5](=[CH:6][CH:7]=[CH:8][CH:9]=2)[CH2:4][CH:3]1[N:12]1[CH2:13][CH2:14][CH:15]([C:18]([N:20]([O:22][CH3:23])[CH3:21])=[O:19])[CH2:16][CH2:17]1)([C:30]([CH3:32])([CH3:31])[CH3:29])([CH3:35])[CH3:34]. Procedure: To a solution of 22 (400 mg, 1.25 mmol) and imidazole (400 mg) in CH2Cl2 (50 mL), TBDMSCl (2.5 mmol) was added. The reaction mixture was stirred overnight at room temperature until TLC indicated that the reaction was complete. The reaction mixture was washed by brine and 1M NaH2PO4 (30 mL×3). The organic layer was dried and concentrated to a residue. The crude product was purified with column chromatography to afforded 23 (400 mg, 70%). 1H NMR (CDCl3,): δ 0.12 (s, 6H), 0.91 (s, 9H), 1.65-1.77 (m... The reactants are C1(=CC=CC=C1)S(=O)(=O)N (benzenesulfonamide), C1(CCCCC1)N=C=O (cyclohexyl isocyanate), C(=O)([O-])[O-].[K+].[K+] (potash). The solvent is CC(=O)C (acetone), O1CCOCC1 (dioxane), O (water). Conditions: time 6 hour. Product: 1-butyl-1,2-dihydro-2-oxo-nicotinamido, C1(CCCCC1)NC(N)=O (N'-cyclohexyl urea). Reaction SMILES: C1(S([NH2:10])(=O)=O)C=CC=CC=1.C([O-])([O-])=O.[K+].[K+].[CH:17]1([N:23]=[C:24]=[O:25])[CH2:22][CH2:21][CH2:20][CH2:19][CH2:18]1>CC(C)=O.O1CCOCC1.O>[CH:17]1([NH:23][C:24](=[O:25])[NH2:10])[CH2:22][CH2:21][CH2:20][CH2:19][CH2:18]1 |f:1.2.3|. Procedure details: 7.6 g of 4-(β-<1-butyl-1,2-dihydro-2-oxo-nicotinamido>-ethyl)-benzenesulfonamide (melting point 162 - 163° C, prepared from 4-(β-aminoethyl)-benzenesulfonamide and 1-butyl-1,2-dihydro-2-oxo-nicotinic acid chloride in chloroform/soda solution) in 100 ml acetone and 50 ml dioxane were refluxed for 3 hours while stirring together with 5.5 g of pulverized potash. 2.5 g cyclohexyl isocyanate were then added and stirring was continued for 6 hours with reflux. After cooling, the reaction mixture was di... Reactants: C(#N)C1(CCC1)C=1C=C(C(=O)O)C=CC1 (3-(1-cyanocyclobutyl)benzoic acid), NC=1C(=CC(=C(OC=2C=CC=3N(N2)C=C(N3)NC(=O)C3CC3)C1)Cl)F (N-[6-(5-amino-2-chloro-4-fluorophenoxy)imidazo[1,2-b]pyridazin-2-yl]cyclopropanecarboxamide), C(C(=O)Cl)(=O)Cl (oxalyl chloride), O1CCCC1 (tetrahydrofuran). The reagents and catalysts are CN(C=O)C (N,N-dimethylformamide). The solvent is CN1C(CCC1)=O (N-methylpyrrolidone). The product is ClC1=CC(=C(C=C1OC=1C=CC=2N(N1)C=C(N2)NC(=O)C2CC2)NC(C2=CC(=CC=C2)C2(CCC2)C#N)=O)F (N-[4-chloro-5-({2-[(cyclopropylcarbonyl)amino]imidazo[1,2-b]pyridazin-6-yl}oxy)-2-fluorophenyl]-3-(1-cyanocyclobutyl)benzamide). Yield: 67.8%. Reaction SMILES: [C:1]([C:3]1([C:7]2[CH:8]=[C:9]([CH:13]=[CH:14][CH:15]=2)[C:10]([OH:12])=O)[CH2:6][CH2:5][CH2:4]1)#[N:2].C(Cl)(=O)C(Cl)=O.O1CCCC1.[NH2:27][C:28]1[C:29]([F:51])=[CH:30][C:31]([Cl:50])=[C:32]([CH:49]=1)[O:33][C:34]1[CH:35]=[CH:36][C:37]2[N:38]([CH:40]=[C:41]([NH:43][C:44]([CH:46]3[CH2:48][CH2:47]3)=[O:45])[N:42]=2)[N:39]=1>CN(C)C=O.CN1CCCC1=O>[Cl:50][C:31]1[C:32]([O:33][C:34]2[CH:35]=[CH:36][C:37]3[N:38]([CH:40]=[C:41]([NH:43][C:44]([CH:46]4[CH2:47][CH2:48]4)=[O:45])[N:42]=3)[N:39]=2)=[CH:49][C:28]([NH:27][C:10](=[O:12])[C:9]2[CH:13]=[CH:14][CH:15]=[C:7]([C:3]3([C:1]#[N:2])[CH2:4][CH2:5][CH2:6]3)[CH:8]=2)=[C:29]([F:51])[CH:30]=1. Procedure: Using 3-(1-cyanocyclobutyl)benzoic acid (110 mg, 0.56 mmol), oxalyl chloride (60 μL, 0.70 mmol), N,N-dimethylformamide (1 drop), tetrahydrofuran (3.0 mL), N-[6-(5-amino-2-chloro-4-fluorophenoxy)imidazo[1,2-b]pyridazin-2-yl]cyclopropanecarboxamide (170 mg, 0.46 mmol) and N-methylpyrrolidone (3.0 mL) as starting materials and in the same manner as in Example 335, the title compound (170 mg, 68%) was obtained as a white powder.